Dataset: the Open Reaction Database (ORD), a public repository of structured organic reaction records. Task: describe an organic reaction: reactants, conditions, products, and yield The reactants are OCc1ccc2c(c1)CCC2, ClC(Cl)Cl, O=S(Cl)Cl. Product: ClCc1ccc2c(c1)CCC2. Reaction SMILES: [CH2:5]1[CH2:6][CH2:7][c:8]2[cH:9][c:10]([CH2:14][OH:15])[cH:11][cH:12][c:13]21.[CH:16]([Cl:17])([Cl:18])[Cl:19].[S:1]([Cl:2])([Cl:3])=[O:4]>>[Cl:3][CH2:14][c:10]1[cH:9][c:8]2[c:13]([cH:12][cH:11]1)[CH2:5][CH2:6][CH2:7]2.